Task: describe an organic reaction: reactants, conditions, products, and yield. Dataset: the Open Reaction Database (ORD), a public repository of structured organic reaction records The reactants are cupric chloride, COC(C=C)CCCC=C (3-methoxy-1,7-octadiene), CO (methanol), COC(C=C)CCCC=C (3-methoxy-1,7-octadiene), cupric chloride. The reagents and catalysts are [Pd](Cl)Cl (palladium chloride). Product: COCC=CCCCC=C (8-methoxy-1,6-octadiene). As a reaction SMILES: CO[CH:3]([CH2:6][CH2:7][CH2:8][CH:9]=[CH2:10])[CH:4]=[CH2:5].[CH3:11][OH:12]>[Pd](Cl)Cl>[CH3:11][O:12][CH2:10][CH:9]=[CH:8][CH2:7][CH2:6][CH2:3][CH:4]=[CH2:5]. Procedure details: A process for isomerizing 3-methoxy-1,7-octadiene comprising contacting 3-methoxy-1,7-octadiene with methanol and a catalytically effective amount of a catalyst selected from the group consisting of cupric chloride and a mixture of cupric chloride and palladium chloride at a temperature in the range of between about 115° C. and 135° C. and a pressure in the range of between about 75 psig and about 125 psig whereby 8-methoxy-1,6-octadiene is formed. Reactants: NCCN1N=C(C(=C1)NC(=O)C=1C=NN2C1N=CC=C2)C2=C(C=CC(=C2)Cl)OC (N-(1-(2-aminoethyl)-3-(5-chloro-2-methoxyphenyl)-1H-pyrazol-4-yl)pyrazolo[1,5-a]pyrimidine-3-carboxamide), C(C)(C)N(C(C)C)CC (N,N-diisopropylethylamine), C1(CC1)C(=O)Cl (cyclopropanecarbonyl chloride). The solvent is ClCCl (dichloromethane). Conditions: time 1 hour. Yields the product ClC=1C=CC(=C(C1)C1=NN(C=C1NC(=O)C=1C=NN2C1N=CC=C2)CCNC(=O)C2CC2)OC (N-(3-(5-chloro-2-methoxyphenyl)-1-(2-(cyclopropanecarboxamido)ethyl)-1H-pyrazol-4-yl)pyrazolo[1,5-a]pyrimidine-3-carboxamide). The yield is 47.1%. Reaction SMILES: [NH2:1][CH2:2][CH2:3][N:4]1[CH:8]=[C:7]([NH:9][C:10]([C:12]2[CH:13]=[N:14][N:15]3[CH:20]=[CH:19][CH:18]=[N:17][C:16]=23)=[O:11])[C:6]([C:21]2[CH:26]=[C:25]([Cl:27])[CH:24]=[CH:23][C:22]=2[O:28][CH3:29])=[N:5]1.C(N(CC)C(C)C)(C)C.[CH:39]1([C:42](Cl)=[O:43])[CH2:41][CH2:40]1>ClCCl>[Cl:27][C:25]1[CH:24]=[CH:23][C:22]([O:28][CH3:29])=[C:21]([C:6]2[C:7]([NH:9][C:10]([C:12]3[CH:13]=[N:14][N:15]4[CH:20]=[CH:19][CH:18]=[N:17][C:16]=34)=[O:11])=[CH:8][N:4]([CH2:3][CH2:2][NH:1][C:42]([CH:39]3[CH2:41][CH2:40]3)=[O:43])[N:5]=2)[CH:26]=1. Procedure details: To a solution of N-(1-(2-aminoethyl)-3-(5-chloro-2-methoxyphenyl)-1H-pyrazol-4-yl)pyrazolo[1,5-a]pyrimidine-3-carboxamide (0.030 g, 0.073 mmol, 1 equiv) and N,N-diisopropylethylamine (51 μL, 0.29 mmol, 4.0 equiv) in dichloromethane (1 mL) was added dropwise cyclopropanecarbonyl chloride (0.020 mL, 0.22 mmol, 3.0 equiv) at 24° C. After 1 h, the reaction mixture was concentrated in vacuo. Purification by preparative HPLC provided product (16.5 mg, 47% yield). 1H NMR (400 MHz, DMSO-d6), δ: 9.69 (s,... The reactants are COC(C(CC1CCCC1)N1N=CC(=CC1=O)OC1=C(C=CC=C1)C#N)=O (2-[4-(2-cyano-phenoxy)-6-oxo-6H-pyridazin-1-yl]-3-cyclopentyl-propionic acid methyl ester), [OH-].[Na+] (sodium hydroxide). Solvent: CO (methanol). Run at temperature 25 celsius, time 18 hour. The product is C(#N)C1=C(OC=2C=NN(C(C2)=O)C(C(=O)O)CC2CCCC2)C=CC=C1 (2-[4-(2-cyano-phenoxy)-6-oxo-6H-pyridazin-1-yl]-3-cyclopentyl-propionic acid). Yield: 41.4%. Reaction SMILES: C[O:2][C:3](=[O:27])[CH:4]([N:11]1[C:16](=[O:17])[CH:15]=[C:14]([O:18][C:19]2[CH:24]=[CH:23][CH:22]=[CH:21][C:20]=2[C:25]#[N:26])[CH:13]=[N:12]1)[CH2:5][CH:6]1[CH2:10][CH2:9][CH2:8][CH2:7]1.[OH-].[Na+]>CO>[C:25]([C:20]1[CH:21]=[CH:22][CH:23]=[CH:24][C:19]=1[O:18][C:14]1[CH:13]=[N:12][N:11]([CH:4]([CH2:5][CH:6]2[CH2:10][CH2:9][CH2:8][CH2:7]2)[C:3]([OH:27])=[O:2])[C:16](=[O:17])[CH:15]=1)#[N:26] |f:1.2|. Procedure: A solution of 2-[4-(2-cyano-phenoxy)-6-oxo-6H-pyridazin-1-yl]-3-cyclopentyl-propionic acid methyl ester (30 g, 82 mmol) in methanol (30 mL) was treated with a 4N aqueous sodium hydroxide solution (26.5 mL, 106 mmol) and stirred at 25° C. for 18 h. At this point, the reaction was concentrated in vacuo and then diluted with water. The translucent aqueous solution was acidified to pH 4-5 with a 1N aqueous hydrochloric acid solution. The resulting precipitate was collected by filtration, rinsed and ... Reactants: O1CCOC12CCN(CC2)C#N (1,4-dioxa-8-aza-spiro[4.5]decane-8-carbonitrile), ONC(C(C)C)=N (N-hydroxy-isobutyramidine), Intermediate 2. The product is C(C)(C)C1=NOC(=N1)N1CCC2(OCCO2)CC1 (8-(3-Isopropyl-[1,2,4]oxadiazol-5-yl)-1,4-dioxa-8-aza-spiro[4.5]decane). As a reaction SMILES: [O:1]1[C:5]2([CH2:10][CH2:9][N:8]([C:11]#[N:12])[CH2:7][CH2:6]2)[O:4][CH2:3][CH2:2]1.[OH:13][NH:14][C:15](=N)[CH:16]([CH3:18])[CH3:17]>>[CH:16]([C:15]1[N:12]=[C:11]([N:8]2[CH2:7][CH2:6][C:5]3([O:4][CH2:3][CH2:2][O:1]3)[CH2:10][CH2:9]2)[O:13][N:14]=1)([CH3:18])[CH3:17]. Procedure details: The title compound is prepared from 1,4-dioxa-8-aza-spiro[4.5]decane-8-carbonitrile and N-hydroxy-isobutyramidine following a procedure analogous to that described in Intermediate 2. LC (method 17): tR=1.56 min; Mass spectrum (ESI+): m/z=254 [M+H]+.